From a dataset of the Open Reaction Database (ORD), a public repository of structured organic reaction records. describe an organic reaction: reactants, conditions, products, and yield Starting materials: NC(=O)CBr, Cc1ccc(C(C)C)cc1OCc1c(C)nc(-c2c(C)cccc2C)nc1N1CCNC(C)C1, [Na+], [Na+], O=C([O-])[O-]. The product is Cc1ccc(C(C)C)cc1OCc1c(C)nc(-c2c(C)cccc2C)nc1N1CCN(CC(N)=O)C(C)C1. Reaction SMILES: [Br:35][CH2:36][C:37](=[O:38])[NH2:39].[CH3:1][c:2]1[c:3](-[c:9]2[n:10][c:11]([N:28]3[CH2:29][CH:30]([CH3:34])[NH:31][CH2:32][CH2:33]3)[c:12]([CH2:16][O:17][c:18]3[c:19]([CH3:27])[cH:20][cH:21][c:22]([CH:24]([CH3:25])[CH3:26])[cH:23]3)[c:13]([CH3:15])[n:14]2)[c:4]([CH3:8])[cH:5][cH:6][cH:7]1.[Na+:40].[Na+:41].[O-:42][C:43](=[O:44])[O-:45]>>[CH3:1][c:2]1[c:3](-[c:9]2[n:10][c:11]([N:28]3[CH2:29][CH:30]([CH3:34])[N:31]([CH2:36][C:37](=[O:38])[NH2:39])[CH2:32][CH2:33]3)[c:12]([CH2:16][O:17][c:18]3[c:19]([CH3:27])[cH:20][cH:21][c:22]([CH:24]([CH3:25])[CH3:26])[cH:23]3)[c:13]([CH3:15])[n:14]2)[c:4]([CH3:8])[cH:5][cH:6][cH:7]1. Starting materials: ClC=1C=CC=2N(N1)C=CN2 (6-chloroimidazo[1,2-b]pyridazine), BrC1=CSC=C1 (3-bromothiophene), C([O-])([O-])=O.[K+].[K+] (potassium carbonate), C1(=CC=CC=C1)P(C1=CC=CC=C1)C1=CC=CC=C1 (triphenyl phosphine), C(C)(=O)[O-].[K+] (potassium acetate). Run in C1(=CC=CC=C1)C (toluene). Product: ClC=1C=CC=2N(N1)C(=CN2)C2=CSC=C2 (6-chloro-3-(thiophen-3-yl)imidazo[1,2-b]pyridazine). Yield: 65.6%. Reaction SMILES: [Cl:1][C:2]1[CH:3]=[CH:4][C:5]2[N:6]([CH:8]=[CH:9][N:10]=2)[N:7]=1.Br[C:12]1[CH:16]=[CH:15][S:14][CH:13]=1.C(=O)([O-])[O-].[K+].[K+].C1(P(C2C=CC=CC=2)C2C=CC=CC=2)C=CC=CC=1.C([O-])(=O)C.[K+]>C1(C)C=CC=CC=1>[Cl:1][C:2]1[CH:3]=[CH:4][C:5]2[N:6]([C:8]([C:12]3[CH:16]=[CH:15][S:14][CH:13]=3)=[CH:9][N:10]=2)[N:7]=1 |f:2.3.4,6.7|. Procedure: To a solution of 6-chloroimidazo[1,2-b]pyridazine (200 mg, 1.30 mmol, 1.0 equiv) in toluene (5.00 mL) was added 3-bromothiophene (0.18 mL, 1.95 mmol, 1.5 equiv), potassium carbonate (360 mg, 2.60 mmol, 2.0 equiv), triphenyl phosphine (68 mg, 0.260 mmol, 0.20 equiv) and potassium acetate (29 mg, 0.130 mmol, 0.1 equiv). The reaction mixture was heated to reflux for 24 h. Purification by column chromatography using 50% ethyl acetate in hexanes elution gave 201 mg of the white solid, 85%. Reactants: [Al+3], CN(C)C1(C#N)CCC(Cc2ccccc2)CC1, CCOCC, [H-], [H-], [H-], [H-], [Li+], [Na+], [OH-], O. Product: CN(C)C1(CN)CCC(Cc2ccccc2)CC1. Reaction SMILES: [Al+3:20].[CH2:1]([c:2]1[cH:3][cH:4][cH:5][cH:6][cH:7]1)[CH:8]1[CH2:9][CH2:10][C:11]([N:14]([CH3:15])[CH3:16])([C:17]#[N:18])[CH2:12][CH2:13]1.[CH3:28][CH2:29][O:30][CH2:31][CH3:32].[H-:19].[H-:22].[H-:23].[H-:24].[Li+:21].[Na+:27].[OH-:26].[OH2:25]>>[CH2:1]([c:2]1[cH:3][cH:4][cH:5][cH:6][cH:7]1)[CH:8]1[CH2:9][CH2:10][C:11]([N:14]([CH3:15])[CH3:16])([CH2:17][NH2:18])[CH2:12][CH2:13]1. Reactants: N1(CCNCC1)C1=CC=C(C(=O)OCC)C=C1 (ethyl 4-(piperazin-1-yl)-benzoate), C(C)(C)(C)C=1C=C(C=C(C1O)C(C)(C)C)CCC(=O)O (3-(3,5-di-tert.-butyl-4-hydroxyphenyl)-propionic acid). The solvent is C=1(C(=CC=CC1)C)C (xylene). Yields the product C(C)(C)(C)C=1C=C(C=C(C1O)C(C)(C)C)CCC(=O)N1CCN(CC1)C1=CC=C(C(=O)OCC)C=C1 (Ethyl 4-{1-[3-(3,5-di-tert.-butyl-4-hydroxyphenyl)-propionyl]-piperazin-4-yl}-benzoate). RXN SMILES: [N:1]1([C:7]2[CH:17]=[CH:16][C:10]([C:11]([O:13][CH2:14][CH3:15])=[O:12])=[CH:9][CH:8]=2)[CH2:6][CH2:5][NH:4][CH2:3][CH2:2]1.[C:18]([C:22]1[CH:23]=[C:24]([CH2:33][CH2:34][C:35](O)=[O:36])[CH:25]=[C:26]([C:29]([CH3:32])([CH3:31])[CH3:30])[C:27]=1[OH:28])([CH3:21])([CH3:20])[CH3:19]>C1(C)C(C)=CC=CC=1>[C:29]([C:26]1[CH:25]=[C:24]([CH2:33][CH2:34][C:35]([N:4]2[CH2:3][CH2:2][N:1]([C:7]3[CH:8]=[CH:9][C:10]([C:11]([O:13][CH2:14][CH3:15])=[O:12])=[CH:16][CH:17]=3)[CH2:6][CH2:5]2)=[O:36])[CH:23]=[C:22]([C:18]([CH3:20])([CH3:19])[CH3:21])[C:27]=1[OH:28])([CH3:32])([CH3:30])[CH3:31]. Procedure: A mixture of 23.4 g. (0.1 mole) ethyl 4-(piperazin-1-yl)-benzoate (base), 600 ml. xylene and 27.8 g. (0.1 mole) 3-(3,5-di-tert.-butyl-4-hydroxyphenyl)-propionic acid is boiled under a water separator for 28 hours, then evaporated to dryness in a vacuum and the residue is taken up with diethyl ether. For the removal of unreacted ethyl 4-(piperazin-1-yl)-benzoate, the ether solution is extracted with 1N hydrochloric acid, washed with water and aqueous sodium bicarbonate solution, dried with anhydr...